Dataset: the Open Reaction Database (ORD), a public repository of structured organic reaction records. Task: describe an organic reaction: reactants, conditions, products, and yield Reactants: CC(=O)[O-], CC(=O)[O-], CC(=O)O, CC(=O)O, O=C(O)O, CCC1C=C(C)CC(C)CC(OC)C2OC(O)(C(=O)C(=O)N3CCCCC3C(=O)OC(C(C)=CC3CCC(O)C(O)C3)C(C)C(O)CC1=O)C(C)CC2OC, CC(=O)O, ClCCl, Clc1ccc([Bi](c2ccc(Cl)cc2)c2ccc(Cl)cc2)cc1, Clc1ccc([Bi](c2ccc(Cl)cc2)c2ccc(Cl)cc2)cc1, [Cu+2], [Na+], O=C([O-])O. Yields the product CCC1C=C(C)CC(C)CC(OC)C2OC(O)(C(=O)C(=O)N3CCCCC3C(=O)OC(C(C)=CC3CCC(O)C(Oc4ccc(Cl)cc4)C3)C(C)C(O)CC1=O)C(C)CC2OC. RXN SMILES: [C:124]([O-:125])(=[O:126])[CH3:127].[C:129]([O-:130])(=[O:131])[CH3:132].[C:56]([OH:57])(=[O:58])[CH3:59].[C:60]([OH:61])(=[O:62])[CH3:63].[C:90](=[O:91])([OH:92])[OH:93].[CH2:1]([CH3:2])[CH:3]1[C:4](=[O:55])[CH2:5][CH:6]([OH:54])[CH:7]([CH3:53])[CH:8]([C:42](=[CH:43][CH:44]2[CH2:45][CH:46]([OH:51])[CH:47]([OH:50])[CH2:48][CH2:49]2)[CH3:52])[O:9][C:10](=[O:41])[CH:11]2[CH2:12][CH2:13][CH2:14][CH2:15][N:16]2[C:17](=[O:40])[C:18](=[O:39])[C:19]2([OH:38])[CH:20]([CH3:37])[CH2:21][CH:22]([O:35][CH3:36])[CH:23]([CH:24]([O:32][CH3:33])[CH2:25][CH:26]([CH3:31])[CH2:27][C:28]([CH3:30])=[CH:29]1)[O:34]2.[CH3:86][C:87](=[O:88])[OH:89].[Cl:116][CH2:117][Cl:118].[Cl:64][c:65]1[cH:66][cH:67][c:68]([Bi:71]([c:72]2[cH:73][cH:74][c:75]([Cl:76])[cH:77][cH:78]2)[c:79]2[cH:80][cH:81][c:82]([Cl:83])[cH:84][cH:85]2)[cH:69][cH:70]1.[Cl:94][c:95]1[cH:96][cH:97][c:98]([Bi:99]([c:100]2[cH:101][cH:102][c:103]([Cl:104])[cH:105][cH:106]2)[c:107]2[cH:108][cH:109][c:110]([Cl:111])[cH:112][cH:113]2)[cH:114][cH:115]1.[Cu+2:128].[Na+:123].[O-:119][C:120]([OH:121])=[O:122]>>[CH2:1]([CH3:2])[CH:3]1[C:4](=[O:55])[CH2:5][CH:6]([OH:54])[CH:7]([CH3:53])[CH:8]([C:42](=[CH:43][CH:44]2[CH2:45][CH:46]([O:51][c:68]3[cH:67][cH:66][c:65]([Cl:64])[cH:70][cH:69]3)[CH:47]([OH:50])[CH2:48][CH2:49]2)[CH3:52])[O:9][C:10](=[O:41])[CH:11]2[CH2:12][CH2:13][CH2:14][CH2:15][N:16]2[C:17](=[O:40])[C:18](=[O:39])[C:19]2([OH:38])[CH:20]([CH3:37])[CH2:21][CH:22]([O:35][CH3:36])[CH:23]([CH:24]([O:32][CH3:33])[CH2:25][CH:26]([CH3:31])[CH2:27][C:28]([CH3:30])=[CH:29]1)[O:34]2. Starting materials: CC1=C(C(C(=O)O)=CC=C1)N (3-Methylanthranilic acid), O(C1=CC=CC=C1)CC(=O)Cl (phenoxyacetyl chloride), Cl (hydrochloric acid). Run in [OH-].[Na+] (sodium hydroxide). Run at time 1 hour. Product: CC1=C(C(C(=O)O)=CC=C1)NC(COC1=CC=CC=C1)=O (3-methyl-N-(phenoxyacetyl)anthranilic acid). Yield: 46.7%. Reaction SMILES: [CH3:1][C:2]1[CH:10]=[CH:9][CH:8]=[C:4]([C:5]([OH:7])=[O:6])[C:3]=1[NH2:11].[O:12]([CH2:19][C:20](Cl)=[O:21])[C:13]1[CH:18]=[CH:17][CH:16]=[CH:15][CH:14]=1.Cl>[OH-].[Na+]>[CH3:1][C:2]1[CH:10]=[CH:9][CH:8]=[C:4]([C:5]([OH:7])=[O:6])[C:3]=1[NH:11][C:20](=[O:21])[CH2:19][O:12][C:13]1[CH:18]=[CH:17][CH:16]=[CH:15][CH:14]=1 |f:3.4|. Procedure details: 3-Methylanthranilic acid 5 g (33 mmol) was dissolved in 10% aqueous sodium hydroxide solution 27 ml and to this solution, phenoxyacetyl chloride 6.2 g (36 mmol) was added dropwise at 0° C. The resulting solution was stirred at room temperature for 1 hour and acidified with 10% hydrochloric acid solution. Deposited crystals were collected by filtration, washed with water and recrystallized from ethanol to obtain 3-methyl-N-(phenoxyacetyl)anthranilic acid (melting point: 174° to 176° C.) 4.4 g (yi... Starting materials: C([O-])([O-])=O.[Na+].[Na+] (sodium carbonate), C1(CCC1)Br (Cyclobutyl bromide), COC=1C(=C(C(=O)OC)C(=CC1OC)[N+](=O)[O-])O (methyl 3,4-dimethoxy-2-hydroxy-6-nitrobenzoate), C([O-])([O-])=O.[K+].[K+] (potassium carbonate). Solvent: CN(C=O)C (dimethylformamide). Reaction conditions: temperature 100 celsius, time 4 hour. The product is C1(CCC1)OC1=C(C(=O)OC)C(=CC(=C1OC)OC)[N+](=O)[O-] (Methyl 2-cyclobutyloxy-3,4-dimethoxy-6-nitrobenzoate). The yield is 42.1%. RXN SMILES: [CH:1]1(Br)[CH2:4][CH2:3][CH2:2]1.[CH3:6][O:7][C:8]1[C:9]([OH:23])=[C:10]([C:15]([N+:20]([O-:22])=[O:21])=[CH:16][C:17]=1[O:18][CH3:19])[C:11]([O:13][CH3:14])=[O:12].C(=O)([O-])[O-].[K+].[K+].C(=O)([O-])[O-].[Na+].[Na+]>CN(C)C=O>[CH:1]1([O:23][C:9]2[C:8]([O:7][CH3:6])=[C:17]([O:18][CH3:19])[CH:16]=[C:15]([N+:20]([O-:22])=[O:21])[C:10]=2[C:11]([O:13][CH3:14])=[O:12])[CH2:4][CH2:3][CH2:2]1 |f:2.3.4,5.6.7|. Procedure: Cyclobutyl bromide (0.44 ml, 0.0047 mol) was added to a suspension of methyl 3,4-dimethoxy-2-hydroxy-6-nitrobenzoate (1 g, 0.0039 mol) and potassium carbonate (1.2 g, 0.0086 mol) in dimethylformamide (10 ml) and the reaction stirred at 100° C. for 4 hours. On cooling, aqueous sodium carbonate solution was added and the mixture extracted with ethyl acetate (2×40 ml). The combined organic extracts were washed with water, dried (MgSO4), filtered and evaporated under reduced pressure. The crude prod...